This data is from the Open Reaction Database (ORD), a public repository of structured organic reaction records. The task is: describe an organic reaction: reactants, conditions, products, and yield Reactants: Intermediate 1, C(=O)(C(F)(F)F)O (TFA), NCCC1=CNC2=CC=CC=C12 (tryptamine), C(=O)C1=CC=C(C(=O)OC)C=C1 (4-formylbenzoic acid, methyl ester). The product is C1(NCCC=2C3=CC=CC=C3NC12)C1=CC=C(C(=O)OC)C=C1 (4-(2,3,4,9-Tetrahydro-1H-β-carbolin-1-yl)benzoic Acid, Methyl Ester). The yield is 9.4%. As a reaction SMILES: [NH2:1][CH2:2][CH2:3][C:4]1[C:12]2[C:7](=[CH:8][CH:9]=[CH:10][CH:11]=2)[NH:6][CH:5]=1.[CH:13]([C:15]1[CH:24]=[CH:23][C:18]([C:19]([O:21][CH3:22])=[O:20])=[CH:17][CH:16]=1)=O.C(O)(C(F)(F)F)=O>>[CH:13]1([C:15]2[CH:24]=[CH:23][C:18]([C:19]([O:21][CH3:22])=[O:20])=[CH:17][CH:16]=2)[C:5]2[NH:6][C:7]3[C:12](=[CH:11][CH:10]=[CH:9][CH:8]=3)[C:4]=2[CH2:3][CH2:2][NH:1]1. Reported procedure: This product was prepared using the same procedure as for Intermediate 1 with tryptamine (2.8 g, 17.4 mmol), 4-formylbenzoic acid, methyl ester (2.87 g, 1.1 equiv.) and TFA (2.7 mL, 2 equiv.) to give the title compound (0.5 g, 9%) as white crystals after recrystallization from isopropanol:H2O. The reactants are CCCOc1ccc(OB([O-])[O-])cc1C, CN(Cc1ccc(NC(=O)C2=Cc3cc(Br)ccc3S(=O)(=O)CC2)cc1)C1CCOCC1, O=C([O-])[O-], CCO, Cc1ccccc1, [K+], [K+], O. Yields the product CCCOc1ccc(-c2ccc3c(c2)C=C(C(=O)Nc2ccc(CN(C)C4CCOCC4)cc2)CCS3(=O)=O)cc1C. RXN SMILES: [B:4]([O-:5])([O-:17])[O:18][c:6]1[cH:7][c:8]([CH3:16])[c:9]([O:12][CH2:13][CH2:14][CH3:15])[cH:10][cH:11]1.[Br:19][c:20]1[cH:21][cH:22][c:23]2[c:24]([cH:50]1)[CH:25]=[C:26]([C:32](=[O:33])[NH:34][c:35]1[cH:36][cH:37][c:38]([CH2:41][N:42]([CH:43]3[CH2:44][CH2:45][O:46][CH2:47][CH2:48]3)[CH3:49])[cH:39][cH:40]1)[CH2:27][CH2:28][S:29]2(=[O:30])=[O:31].[C:51](=[O:52])([O-:53])[O-:54].[CH3:1][CH2:2][OH:3].[CH3:57][c:58]1[cH:59][cH:60][cH:61][cH:62][cH:63]1.[K+:55].[K+:56].[OH2:64]>>[c:6]1(-[c:20]2[cH:21][cH:22][c:23]3[c:24]([cH:50]2)[CH:25]=[C:26]([C:32](=[O:33])[NH:34][c:35]2[cH:36][cH:37][c:38]([CH2:41][N:42]([CH:43]4[CH2:44][CH2:45][O:46][CH2:47][CH2:48]4)[CH3:49])[cH:39][cH:40]2)[CH2:27][CH2:28][S:29]3(=[O:30])=[O:31])[cH:7][c:8]([CH3:16])[c:9]([O:12][CH2:13][CH2:14][CH3:15])[cH:10][cH:11]1. The reactants are O1CCCC1.O1CCCC1.[Cl-].[Cl-].[Cl-].[Cr+3] (chromium trichloride bis(tetrahydrofuran)), C(CCC)[Li] (n-butyllithium), CCCCCC (hexane), N1=CC=CC=C1 (pyridine). Run in O1CCCC1 (tetrahydrofuran). Reaction conditions: temperature -100 celsius, time 30 minute. The product is [Cl-].[Cl-].N1=C(C=CC=C1)C(C)(C)C1=CC(C2=CC=CC=C12)[Cr+2] ((3-(2-pyridyl-1-methylethyl)indenyl)chromium dichloride). RXN SMILES: [N:1]1[CH:6]=[CH:5][CH:4]=[CH:3][CH:2]=1.[CH2:7]([Li])[CH2:8][CH2:9][CH3:10].[CH3:12][CH2:13][CH2:14]CCC.O1[CH2:22][CH2:21][CH2:20][CH2:19]1.O1CCC[CH2:24]1.[Cl-:28].[Cl-].[Cl-].[Cr+3:31]>O1CCCC1>[Cl-:28].[Cl-:28].[N:1]1[CH:6]=[CH:5][CH:4]=[CH:3][C:2]=1[C:9]([C:8]1[C:7]2[C:21](=[CH:22][CH:12]=[CH:13][CH:14]=2)[CH:20]([Cr+2:31])[CH:19]=1)([CH3:24])[CH3:10] |f:3.4.5.6.7.8,10.11.12|. Procedure: A solution of 0.54 g (0.0023 mol) of [2-1H-inden-3-yl)-1-methylethyl]pyridine in 20 ml of tetrahydrofuran was cooled to −100° C. 1.72 ml of a 15% strength n-butyllithium solution in hexane (0.0027 mol) were slowly added dropwise. After the addition was complete, the reaction mixture was stirred at −100° C. for a further 30 minutes. The mixture was subsequently allowed to warm to room temperature. After stirring for a further 1 hour, the solution was cooled to −60° C. and 1.1 g (0.0029 mol) of ch...